This data is from the Open Reaction Database (ORD), a public repository of structured organic reaction records. The task is: describe an organic reaction: reactants, conditions, products, and yield The reactants are COC(=O)C=1C=2C=NN(C2C=C(C1)Br)C1=CC=C(C=C1)F (6-bromo-1-(4-fluoro-phenyl)-1H-indazole-4-carboxylic acid methyl ester), [OH-].[Na+] (sodium hydroxide), Cl (HCl). Run in O (water), CO (methanol). Product: BrC=1C=C(C=2C=NN(C2C1)C1=CC=C(C=C1)F)C(=O)O (6-bromo-1-(4-fluoro-phenyl)-1H-indazole-4-carboxylic acid). As a reaction SMILES: C[O:2][C:3]([C:5]1[C:6]2[CH:7]=[N:8][N:9]([C:15]3[CH:20]=[CH:19][C:18]([F:21])=[CH:17][CH:16]=3)[C:10]=2[CH:11]=[C:12]([Br:14])[CH:13]=1)=[O:4].[OH-].[Na+].Cl>O.CO>[Br:14][C:12]1[CH:13]=[C:5]([C:3]([OH:4])=[O:2])[C:6]2[CH:7]=[N:8][N:9]([C:15]3[CH:16]=[CH:17][C:18]([F:21])=[CH:19][CH:20]=3)[C:10]=2[CH:11]=1 |f:1.2|. Procedure: To a stirred solution of 6-bromo-1-(4-fluoro-phenyl)-1H-indazole-4-carboxylic acid methyl ester (1.7 g, 4.8 mmol) in water (15 mL) and methanol (15 mL) was added a solution of 2 N aqueous sodium hydroxide (10 mL, 20 mmol). The solution was warmed at reflux for 1 hour. The reaction mixture was cooled to room temperature and acidified with 1 N aqueous HCl (pH=3-4) to afford a precipitate which was collected by filtration, washed with MeOH and air dried to afford 6-bromo-1-(4-fluoro-phenyl)-1H-inda...